This data is from the Open Reaction Database (ORD), a public repository of structured organic reaction records. The task is: describe an organic reaction: reactants, conditions, products, and yield Starting materials: CC(C)(C)OC(=O)C(C)(C)Sc1nc(CCOc2ccc(C(=O)Nc3ccccc3)cc2)cs1, ClCCl, O=C(O)C(F)(F)F. RXN SMILES: [C:1]([CH3:2])([CH3:3])([CH3:4])[O:5][C:6]([C:7]([CH3:8])([CH3:9])[S:10][c:11]1[s:12][cH:13][c:14]([CH2:16][CH2:17][O:18][c:19]2[cH:20][cH:21][c:22]([C:25](=[O:26])[NH:27][c:28]3[cH:29][cH:30][cH:31][cH:32][cH:33]3)[cH:23][cH:24]2)[n:15]1)=[O:34].[Cl:42][CH2:43][Cl:44].[OH:35][C:36]([C:37]([F:38])([F:39])[F:40])=[O:41]>>[O:5]=[C:6]([C:7]([CH3:8])([CH3:9])[S:10][c:11]1[s:12][cH:13][c:14]([CH2:16][CH2:17][O:18][c:19]2[cH:20][cH:21][c:22]([C:25](=[O:26])[NH:27][c:28]3[cH:29][cH:30][cH:31][cH:32][cH:33]3)[cH:23][cH:24]2)[n:15]1)[OH:34]. Yields the product CC(C)(Sc1nc(CCOc2ccc(C(=O)Nc3ccccc3)cc2)cs1)C(=O)O. Reactants: FC1=C(C=O)C=C(C=C1F)F (2,3,5-trifluorobenzaldehyde), [H-].[Na+] (sodium hydride), SCC(=O)OC (methyl mercaptoacetate). The product is COC(=O)C=1SC2=C(C1)C=C(C=C2F)F (Methyl5,7-difluoro-1-benzothiophene-2-carboxylate). RXN SMILES: F[C:2]1[C:9]([F:10])=[CH:8][C:7]([F:11])=[CH:6][C:3]=1[CH:4]=O.[H-].[Na+].[SH:14][CH2:15][C:16]([O:18][CH3:19])=[O:17]>>[CH3:19][O:18][C:16]([C:15]1[S:14][C:2]2[C:9]([F:10])=[CH:8][C:7]([F:11])=[CH:6][C:3]=2[CH:4]=1)=[O:17] |f:1.2|. Reported procedure: Using 3.94 g (24.6 mmol) of 2,3,5-trifluorobenzaldehyde, 1.48 g (36.9 mmol) of sodium hydride (60% pure) and 2.88 g (27.1 mmol) of methyl mercaptoacetate, 3.58 g (56% of theory) of the title compound are obtained in a purity of 89%. Recrystallization from methanol gives the product in a purity of 97%. Starting materials: CN1CCNCC1 (N-Methylpiperazine), ClCC1=CC=C(C(=O)NC2=CC(=C(C=C2)C)NC2=NC=CC(=N2)C=2C=[N+](C=CC2)[O-])C=C1 (4-chloromethyl-N-[4-methyl-3-[[4-(1-oxido-3-pyridinyl)-2-pyrimidinyl]-amino]-phenyl]-benzamide), C(C)(=O)OCC (ethyl acetate). Solvent: C(C)O (ethanol). Conditions: temperature 10 celsius, time 15 hour. Yields the product CN1CCN(CC1)CC1=CC=C(C(=O)NC2=CC(=C(C=C2)C)NC2=NC=CC(=N2)C=2C=[N+](C=CC2)[O-])C=C1 (4-[(4-Methyl-1-piperazinyl)-methyl]-N-[4-methyl-3-[[4-(1-oxido-3-pyridinyl)-2-pyrimidinyl]-amino]-phenyl]-benzamide). Reaction SMILES: [CH3:1][N:2]1[CH2:7][CH2:6][NH:5][CH2:4][CH2:3]1.Cl[CH2:9][C:10]1[CH:39]=[CH:38][C:13]([C:14]([NH:16][C:17]2[CH:22]=[CH:21][C:20]([CH3:23])=[C:19]([NH:24][C:25]3[N:30]=[C:29]([C:31]4[CH:32]=[N+:33]([O-:37])[CH:34]=[CH:35][CH:36]=4)[CH:28]=[CH:27][N:26]=3)[CH:18]=2)=[O:15])=[CH:12][CH:11]=1.C(OCC)(=O)C>C(O)C>[CH3:1][N:2]1[CH2:7][CH2:6][N:5]([CH2:9][C:10]2[CH:11]=[CH:12][C:13]([C:14]([NH:16][C:17]3[CH:22]=[CH:21][C:20]([CH3:23])=[C:19]([NH:24][C:25]4[N:30]=[C:29]([C:31]5[CH:32]=[N+:33]([O-:37])[CH:34]=[CH:35][CH:36]=5)[CH:28]=[CH:27][N:26]=4)[CH:18]=3)=[O:15])=[CH:38][CH:39]=2)[CH2:4][CH2:3]1. Procedure: N-Methylpiperazine (99 mg, 1.0 mmol) is added to a stirred suspension of 4-chloromethyl-N-[4-methyl-3-[[4-(1-oxido-3-pyridinyl)-2-pyrimidinyl]-amino]-phenyl]-benzamide (220 mg, 0.49 mmol) In ethanol (5 mL). The mixture is then stirred at 10° C. for 15 h to give a solution, which is then cooled to RT and treated with ethyl acetate (200 mL). The resulting solution is washed with aqueous sodium hydroxide (100 mL of 2M) and saturated aqueous sodium chloride solution (100 mL), dried (Na2SO4), filtere... Starting materials: Cl.Cl.CC1=CC=C(C=C1)S(=O)(=O)OC[C@H]1COC2=C(O1)C(=C(C=C2)N)N ([(2R)-7,8-diamino-2,3-dihydro-1,4-benzodioxin-2-yl]methyl 4-methylbenzenesulfonate dihydrochloride), FC(C(C(=O)O)(F)F)(F)F (pentafluoropropionic acid). Solvent: C(Cl)Cl (methylene chloride). Yields the product CC1=CC=C(C=C1)S(=O)(=O)OCC1COC2=CC=C3C(=C2O1)N=C(N3)C(C(F)(F)F)(F)F ((2-Pentafluoroethyl-7,8-dihydro-3H-6,9-dioxa-1,3-diaza-cyclopenta[a]naphthalen-8-yl)methyl 4-methylbenzenesulfonate). RXN SMILES: Cl.Cl.[CH3:3][C:4]1[CH:9]=[CH:8][C:7]([S:10]([O:13][CH2:14][C@@H:15]2[O:20][C:19]3[C:21]([NH2:26])=[C:22]([NH2:25])[CH:23]=[CH:24][C:18]=3[O:17][CH2:16]2)(=[O:12])=[O:11])=[CH:6][CH:5]=1.[F:27][C:28]([F:36])([F:35])[C:29]([F:34])([F:33])[C:30](O)=O>C(Cl)Cl>[CH3:3][C:4]1[CH:9]=[CH:8][C:7]([S:10]([O:13][CH2:14][CH:15]2[O:20][C:19]3[C:18](=[CH:24][CH:23]=[C:22]4[NH:25][C:30]([C:29]([F:34])([F:33])[C:28]([F:36])([F:35])[F:27])=[N:26][C:21]4=3)[O:17][CH2:16]2)(=[O:12])=[O:11])=[CH:6][CH:5]=1 |f:0.1.2|. Procedure details: A solution of 1.0 g (2.4 mmole) of [(2R)-7,8-diamino-2,3-dihydro-1,4-benzodioxin-2-yl]methyl 4-methylbenzenesulfonate dihydrochloride in 30 mL of pentafluoropropionic acid was refluxed under nitrogen for 6 hours. The mixture was diluted to 400 mL with methylene chloride, washed with 400 mL of water and with 400 mL of saturated aqueous sodium bicarbonate, dried over magnesium sulfate, filtered and concentrated to a crude foam in vacuum. The crude product was column chromatographed on silica gel w... Reactants: C=1C=CC2=C(C1)N=NN2O (HOBt), TEA, C1(=CC=CC=C1)C=1C2=C(N=CN1)CNCC2 (4-Phenyl-5,6,7,8-tetrahydropyrido[3,4-d]pyrimidine), ClC1=C(C(=O)O)C=CC=C1C(F)(F)F (2-chloro-3-(trifluoromethyl)benzoic acid), CCN=C=NCCCN(C)C (EDCI). Run in CCOC(=O)C (EtOAc), C(Cl)Cl (DCM). Reaction conditions: time 8 hour. Yields the product ClC1=C(C=CC=C1C(F)(F)F)C(=O)N1CC=2N=CN=C(C2CC1)C1=CC=CC=C1 (7-{[2-Chloro-3-(trifluoromethyl)phenyl]carbonyl}-4-phenyl-5,6,7,8-tetrahydropyrido[3,4-d]pyrimidine). The yield is 73.6%. RXN SMILES: [C:1]1([C:7]2[C:8]3[CH2:16][CH2:15][NH:14][CH2:13][C:9]=3[N:10]=[CH:11][N:12]=2)[CH:6]=[CH:5][CH:4]=[CH:3][CH:2]=1.[Cl:17][C:18]1[C:26]([C:27]([F:30])([F:29])[F:28])=[CH:25][CH:24]=[CH:23][C:19]=1[C:20](O)=[O:21].CCN=C=NCCCN(C)C.C1C=CC2N(O)N=NC=2C=1>C(Cl)Cl.CCOC(C)=O>[Cl:17][C:18]1[C:26]([C:27]([F:29])([F:30])[F:28])=[CH:25][CH:24]=[CH:23][C:19]=1[C:20]([N:14]1[CH2:15][CH2:16][C:8]2[C:7]([C:1]3[CH:2]=[CH:3][CH:4]=[CH:5][CH:6]=3)=[N:12][CH:11]=[N:10][C:9]=2[CH2:13]1)=[O:21]. Reported procedure: To a solution of Intermediate 1 (55 mg, 0.26 mmol) in DCM (3 mL) was added 2-chloro-3-(trifluoromethyl)benzoic acid (60 mg, 0.26 mmol) followed by EDCI (75 mg, 0.39 mmol), HOBt (28 mg, 0.21 mmol) and TEA (0.72 mL, 0.52 mmol). The mixture was stirred overnight and then loaded directly on a column. Chromatography on SiO2 eluting with EtOAc/Hex afforded the desired product as a colorless foam (80 mg, 73%). MS (ESI) mass calcd. C21H15ClF3N3O, 417.09. m/z found 418.2 [M+H]+. 1H NMR (500 MHz, CDCl3): ... Reactants: CCO, CC(=O)N1CCc2c(c(-c3ccc(Cl)c(C)c3)nn2CC2CO2)C1, O=c1[nH]c2ccc(Cl)cc2n1C1CCNCC1, ClCCl. Yields the product CC(=O)N1CCc2c(c(-c3ccc(Cl)c(C)c3)nn2CC(O)CN2CCC(n3c(=O)[nH]c4ccc(Cl)cc43)CC2)C1. Reaction SMILES: [CH3:42][CH2:43][OH:44].[Cl:1][c:2]1[c:3]([CH3:24])[cH:4][c:5](-[c:8]2[n:9][n:10]([CH2:20][CH:21]3[O:22][CH2:23]3)[c:11]3[c:12]2[CH2:13][N:14]([C:17]([CH3:18])=[O:19])[CH2:15][CH2:16]3)[cH:6][cH:7]1.[Cl:25][c:26]1[cH:27][cH:28][c:29]2[c:30]([n:31]([CH:35]3[CH2:36][CH2:37][NH:38][CH2:39][CH2:40]3)[c:32](=[O:34])[nH:33]2)[cH:41]1.[Cl:45][CH2:46][Cl:47]>>[Cl:1][c:2]1[c:3]([CH3:24])[cH:4][c:5](-[c:8]2[n:9][n:10]([CH2:20][CH:21]([OH:22])[CH2:23][N:38]3[CH2:37][CH2:36][CH:35]([n:31]4[c:30]5[c:29]([cH:28][cH:27][c:26]([Cl:25])[cH:41]5)[nH:33][c:32]4=[O:34])[CH2:40][CH2:39]3)[c:11]3[c:12]2[CH2:13][N:14]([C:17]([CH3:18])=[O:19])[CH2:15][CH2:16]3)[cH:6][cH:7]1.